Dataset: the Open Reaction Database (ORD), a public repository of structured organic reaction records. Task: describe an organic reaction: reactants, conditions, products, and yield The reactants are CCOC(=O)CC(O)(c1ccc(Br)cc1)c1cccnc1, CN, CCO, O. The product is CNC(=O)CC(O)(c1ccc(Br)cc1)c1cccnc1. As a reaction SMILES: [Br:1][c:2]1[cH:3][cH:4][c:5]([C:8]([CH2:9][C:10](=[O:11])[O:12][CH2:13][CH3:14])([c:15]2[cH:16][n:17][cH:18][cH:19][cH:20]2)[OH:21])[cH:6][cH:7]1.[CH3:22][NH2:23].[CH3:25][CH2:26][OH:27].[OH2:24]>>[Br:1][c:2]1[cH:3][cH:4][c:5]([C:8]([CH2:9][C:10](=[O:11])[NH:23][CH3:22])([c:15]2[cH:16][n:17][cH:18][cH:19][cH:20]2)[OH:21])[cH:6][cH:7]1. Reactants: C1COCCO1, CC(=O)Cl, Cl, CC(C)(C)c1ccc(O)c(CN)c1, O, c1ccncc1. The product is CC(=O)NCc1cc(C(C)(C)C)ccc1O. As a reaction SMILES: [CH2:26]1[O:27][CH2:28][CH2:29][O:30][CH2:31]1.[CH3:21][C:22]([Cl:23])=[O:24].[ClH:1].[NH2:2][CH2:3][c:4]1[c:5]([OH:14])[cH:6][cH:7][c:8]([C:10]([CH3:11])([CH3:12])[CH3:13])[cH:9]1.[OH2:25].[cH:15]1[cH:16][cH:17][n:18][cH:19][cH:20]1>>[NH:2]([CH2:3][c:4]1[c:5]([OH:14])[cH:6][cH:7][c:8]([C:10]([CH3:11])([CH3:12])[CH3:13])[cH:9]1)[C:22]([CH3:21])=[O:24].